This data is from the Open Reaction Database (ORD), a public repository of structured organic reaction records. The task is: describe an organic reaction: reactants, conditions, products, and yield The reactants are [H-].[Na+] (sodium hydride), ClC=1N=CC2=C(N1)C(=CS2)NC2=CC(=C(C(=C2)OC)OC)OC (2-Chloro-N-(3,4,5-trimethoxyphenyl)thieno[3,2-d]pyrimidin-7-amine), IC (iodomethane). The solvent is C(C)(=O)OCC (ethyl acetate), CN(C=O)C (N,N-dimethylformamide). Conditions: time 10 minute. The product is ClC=1N=CC2=C(N1)C(=CS2)N(C2=CC(=C(C(=C2)OC)OC)OC)C (2-chloro-N-methyl-N-(3,4,5-trimethoxyphenyl)thieno[3,2-d]pyrimidin-7-amine). The yield is 90.0%. RXN SMILES: [Cl:1][C:2]1[N:3]=[CH:4][C:5]2[S:10][CH:9]=[C:8]([NH:11][C:12]3[CH:17]=[C:16]([O:18][CH3:19])[C:15]([O:20][CH3:21])=[C:14]([O:22][CH3:23])[CH:13]=3)[C:6]=2[N:7]=1.[H-].[Na+].I[CH3:27]>CN(C)C=O.C(OCC)(=O)C>[Cl:1][C:2]1[N:3]=[CH:4][C:5]2[S:10][CH:9]=[C:8]([N:11]([CH3:27])[C:12]3[CH:17]=[C:16]([O:18][CH3:19])[C:15]([O:20][CH3:21])=[C:14]([O:22][CH3:23])[CH:13]=3)[C:6]=2[N:7]=1 |f:1.2|. Procedure details: 2-Chloro-N-(3,4,5-trimethoxyphenyl)thieno[3,2-d]pyrimidin-7-amine (30 mg, 0.085 mmol) was dissolved in N,N-dimethylformamide (1 mL) and sodium hydride (5.2 mg, 0.13 mmol) was added at 0° C. After stirring for 10 minutes and adding iodomethane (15 mg, 0.10 mmol), the mixture was stirred for an hour, diluted with ethyl acetate, and washed with brine. The organic layer was dried with magnesium sulfate, filtered with celite, and then concentrated. The target compound (28 mg, 89% yield) was obtained ... Reaction SMILES: C([O:3][C:4](=[O:39])[CH2:5][C:6]1[CH:11]=[CH:10][C:9]([NH:12][C:13]([N:15]([C:22]2[N:23]([C:31]3[CH:36]=[CH:35][C:34]([Cl:37])=[CH:33][CH:32]=3)[N:24]=[C:25]3[C:30]=2[CH:29]=[CH:28][CH:27]=[CH:26]3)[CH:16]2[CH2:21][CH2:20][CH2:19][CH2:18][CH2:17]2)=[O:14])=[C:8]([Cl:38])[CH:7]=1)C.[OH-].[Li+]>C(OC(C)=O)(C)C.[Cl-].[Na+].O>[Cl:38][C:8]1[CH:7]=[C:6]([CH2:5][C:4]([OH:39])=[O:3])[CH:11]=[CH:10][C:9]=1[NH:12][C:13]([N:15]([C:22]1[N:23]([C:31]2[CH:36]=[CH:35][C:34]([Cl:37])=[CH:33][CH:32]=2)[N:24]=[C:25]2[C:30]=1[CH:29]=[CH:28][CH:27]=[CH:26]2)[CH:16]1[CH2:17][CH2:18][CH2:19][CH2:20][CH2:21]1)=[O:14] |f:1.2,3.4.5.6|. Yields the product ClC=1C=C(C=CC1NC(=O)N(C1CCCCC1)C=1N(N=C2C=CC=CC12)C1=CC=C(C=C1)Cl)CC(=O)O ((3-Chloro-4-{3-[2-(4-chloro-phenyl)-2H-indazol-3-yl]-3-cyclohexyl-ureido}-phenyl)-acetic acid). Reactants: C(C)OC(CC1=CC(=C(C=C1)NC(=O)N(C1CCCCC1)C=1N(N=C2C=CC=CC12)C1=CC=C(C=C1)Cl)Cl)=O ((3-chloro-4-{3-[2-(4-chloro-phenyl)-2H-indazol-3-yl]-3-cyclohexyl-ureido}-phenyl)-acetic acid ethyl ester), [OH-].[Li+] (lithium hydroxide). Procedure: In analogy to the procedure described in example 2.2, (3-chloro-4-{3-[2-(4-chloro-phenyl)-2H-indazol-3-yl]-3-cyclohexyl-ureido}-phenyl)-acetic acid ethyl ester was treated with 1 N aqueous lithium hydroxide solution in THF/MeOH 1/1 for 14 h at ambient temperature to give the title compound as off-white solid. MS: m/e=536.8 [M+H+]. Run in C(C)(C)OC(=O)C.[Cl-].[Na+].O (iPrOAc brine). Reactants: C1(=CC=C(C=C1)S(=O)(=O)O[C@@H]1C[C@@H]2CC[C@H]3[C@@H]4CC=C(C(C)=O)[C@]4(CC([C@@H]3[C@]2(CC1)C)=O)C)C (3β-toluene-p-sulphonyloxy-5α-pregn-16-ene-11,20-dione), C(C)(=O)[O-].[K+] (potassium acetate), CN(C=O)C (dimethylformamide). The solvent is O (water). Conditions: time 8 hour. Product: O[C@H]1C[C@@H]2CC[C@H]3[C@@H]4CC=C(C(C)=O)[C@]4(CC([C@@H]3[C@]2(CC1)C)=O)C (3α-hydroxy-5α-pregn-16-ene-11,20-dione). Isolated yield 50.3%. Reaction SMILES: C1(C)C=CC(S([O:10][C@H:11]2[CH2:30][CH2:29][C@@:28]3([CH3:31])[C@@H:13]([CH2:14][CH2:15][C@@H:16]4[C@@H:27]3[C:26](=[O:32])[CH2:25][C@@:24]3([CH3:33])[C@H:17]4[CH2:18][CH:19]=[C:20]3[C:21](=[O:23])[CH3:22])[CH2:12]2)(=O)=O)=CC=1.C([O-])(=O)C.[K+].CN(C)C=O>O>[OH:10][C@@H:11]1[CH2:30][CH2:29][C@@:28]2([CH3:31])[C@@H:13]([CH2:14][CH2:15][C@@H:16]3[C@@H:27]2[C:26](=[O:32])[CH2:25][C@@:24]2([CH3:33])[C@H:17]3[CH2:18][CH:19]=[C:20]2[C:21](=[O:23])[CH3:22])[CH2:12]1 |f:1.2|. Reported procedure: A stirred mixture of 3β-toluene-p-sulphonyloxy-5α-pregn-16-ene-11,20-dione (627 g.), potassium acetate (918 g.), dimethylformamide (4.25 l.) and water (425 ml.) was heated on the steam bath for 4 hr. Most of the dimethylformamide was removed under reduced pressure and water was added to the residue with stirring. The solid (420 g.) was collected, washed and dried at 40° in vacuo. This material in peroxide free dioxan (7 l.) was flushed with nitrogen and a solution of potassium hydroxide (200 g.)... The reactants are BrC=1C(=CC(=C(C1)C(C)=O)F)F (1-(5-bromo-2,4-difluorophenyl)ethanone), O.NN (hydrazine monohydrate). The solvent is C(CO)O (ethylene glycol). Run at temperature 160 celsius, time 26 hour. Product: BrC=1C=C2C(=NNC2=CC1F)C (5-bromo-6-fluoro-3-methyl-1H-indazole). The yield is 67.0%. RXN SMILES: [Br:1][C:2]1[C:3]([F:12])=[CH:4][C:5](F)=[C:6]([C:8](=O)[CH3:9])[CH:7]=1.O.[NH2:14][NH2:15]>C(O)CO>[Br:1][C:2]1[CH:7]=[C:6]2[C:5](=[CH:4][C:3]=1[F:12])[NH:15][N:14]=[C:8]2[CH3:9] |f:1.2|. Procedure: To a solution of 1-(5-bromo-2,4-difluorophenyl)ethanone (4.9 g) in ethylene glycol (15 ml) was added hydrazine monohydrate (1.2 g) at room temperature, and the mixture was stirred at 160° C. for 26 hr. The reaction mixture was cooled to room temperature, and the insoluble material was removed. The filtrate was added to water, and the mixture was extracted with ethyl acetate. The organic layer was washed with saturated aqueous ammonium chloride solution, saturated aqueous sodium hydrogen carbonat... Starting materials: CN1C(NC2=CC=CC(=C2C1=O)Cl)=O (3-methyl-5-chloro-1,2,3,4-tetrahydro-2,4-dioxo-quinazoline), C1(CC1)C1=NC(=NO1)C[N+]#[C-] (5-cyclopropyl-3-isocyanomethyl-1,2,4-oxadiazole). Product: C1(CC1)C1=NC(=NO1)C=1N=CN2C1N(C(C1=C(C=CC=C21)Cl)=O)C (3-(5-cyclopropyl-1,2,4-oxadiazol-3-yl)-4,5-dihydro-4-methyl-5-oxo-6-chloro-imidazo(1,5-a)quinazoline). Reaction SMILES: [CH3:1][N:2]1[C:11](=[O:12])[C:10]2[C:5](=[CH:6][CH:7]=[CH:8][C:9]=2[Cl:13])[NH:4][C:3]1=O.[CH:15]1([C:18]2[O:22][N:21]=[C:20]([CH2:23][N+:24]#[C-:25])[N:19]=2)[CH2:17][CH2:16]1>>[CH:15]1([C:18]2[O:22][N:21]=[C:20]([C:23]3[N:24]=[CH:25][N:4]4[C:5]5[C:10](=[C:9]([Cl:13])[CH:8]=[CH:7][CH:6]=5)[C:11](=[O:12])[N:2]([CH3:1])[C:3]=34)[N:19]=2)[CH2:17][CH2:16]1. Reported procedure: M.p. 230°-240° C. (decomp.) by reaction between 3-methyl-5-chloro-1,2,3,4-tetrahydro-2,4-dioxo-quinazoline and 5-cyclopropyl-3-isocyanomethyl-1,2,4-oxadiazole. Starting materials: C(CCCCCCCCCCCCCCC)O (hexadecanol), CN1C=NC=C1 (N-methylimidazole), P(OC1=CC=C(C=C1)[N+](=O)[O-])(=O)(Cl)Cl (p-Nitrophenyl phosphorodichloridate). The solvent is ClCCl (dichloromethane), ClCCl (dichloromethane), CCCCCC (hexane). Run at time 8 hour. The product is P(OCCCCCC)(OC1=CC=C(C=C1)[N+](=O)[O-])(=O)Cl (n-hexyl p-nitrophenyl phosphorochloridate). As a reaction SMILES: [P:1]([Cl:14])(Cl)(=[O:12])[O:2][C:3]1[CH:8]=[CH:7][C:6]([N+:9]([O-:11])=[O:10])=[CH:5][CH:4]=1.[CH2:15]([OH:31])[CH2:16][CH2:17][CH2:18][CH2:19][CH2:20]CCCCCCCCCC.CN1C=CN=C1>ClCCl.CCCCCC>[P:1]([Cl:14])(=[O:12])([O:2][C:3]1[CH:4]=[CH:5][C:6]([N+:9]([O-:11])=[O:10])=[CH:7][CH:8]=1)[O:31][CH2:15][CH2:16][CH2:17][CH2:18][CH2:19][CH3:20]. Procedure details: p-Nitrophenyl phosphorodichloridate (75 g, 0.29 mol) in anhydrous dichloromethane (300 mL) was added to a 1 L, three necked, round-bottomed flask with stir bar that had been purged with N2. A solution of hexadecanol (71.03 g, 0.29 mol) and N-methylimidazole (23.35 mL, 0.29 mol) in anhydrous dichloromethane (250 mL) was added dropwise over a period of 2 hours. The reaction mixture was stirred for an additional 1 hour before pouring into a 1 L separatory funnel. N-methylimidazole hydrochloride sal... Starting materials: O=C1c2ccccc2C(=O)N1CCCOc1ccccc1, CC(Cl)C(=O)Cl. Yields the product CC(Cl)C(=O)c1ccc(OCCCN2C(=O)c3ccccc3C2=O)cc1. As a reaction SMILES: [C:1]1(=[O:21])[c:2]2[c:3]([cH:17][cH:18][cH:19][cH:20]2)[C:4](=[O:16])[N:5]1[CH2:6][CH2:7][CH2:8][O:9][c:10]1[cH:11][cH:12][cH:13][cH:14][cH:15]1.[Cl:22][CH:23]([C:24](=[O:25])[Cl:26])[CH3:27]>>[C:1]1(=[O:21])[c:2]2[c:3]([cH:17][cH:18][cH:19][cH:20]2)[C:4](=[O:16])[N:5]1[CH2:6][CH2:7][CH2:8][O:9][c:10]1[cH:11][cH:12][c:13]([C:24]([CH:23]([Cl:22])[CH3:27])=[O:25])[cH:14][cH:15]1. Starting materials: AlLiH4, Cl (hydrochloride), Cl (hydrochloric acid), O (water), [OH-].[Na+] (sodium hydroxide), O (water), CN(C1(CC1)CC(=O)OC)C (Methyl [1-(dimethylamino)cyclopropyl]acetate). The solvent is O1CCCC1 (tetrahydrofuran), O1CCOCC1 (dioxane), O1CCCC1 (tetrahydrofuran). Conditions: temperature 5 celsius. Yields the product Cl.CN(C1(CC1)CCO)C (2-[1-(Dimethylamino)cyclopropyl]ethanol hydrochloride). As a reaction SMILES: [CH3:1][N:2]([CH3:11])[C:3]1([CH2:6][C:7](OC)=[O:8])[CH2:5][CH2:4]1.O.[OH-].[Na+].[ClH:15]>O1CCCC1.O1CCOCC1>[ClH:15].[CH3:1][N:2]([CH3:11])[C:3]1([CH2:6][CH2:7][OH:8])[CH2:5][CH2:4]1 |f:2.3,7.8|. Procedure: 10.2 g of the compound obtained in Step 3 dissolved in 200 ml of tetrahydrofuran are slowly added to a solution of 5 g of AlLiH4 in 300 ml of tetrahydrofuran. After refluxing for 2 hours, the reaction mixture is cooled to 5° C. and 10.7 ml of water, 10.7 ml of 4N sodium hydroxide and then 32.1 ml of water are added. After filtering and concentrating under reduced pressure, chromatography over silica gel (dichloromethane/methanol: 95/5) allows the expected product to be isolated, which is convert... Starting materials: F[B-](F)(F)F, CC1CN(C(=O)OC(C)(C)C)CC2Cc3cc(Br)c(CS)nc3N12, c1ccc(C(c2ccccc2)(c2ccccc2)[n+]2ccccc2)cc1, ClCCl. Product: CC1CN(C(=O)OC(C)(C)C)CC2Cc3cc(Br)c(CSC(c4ccccc4)(c4ccccc4)c4ccccc4)nc3N12. RXN SMILES: [B-:25]([F:26])([F:27])([F:28])[F:29].[C:1]([CH3:2])([CH3:3])([CH3:4])[O:5][C:6](=[O:7])[N:8]1[CH2:9][CH:10]2[CH2:11][c:12]3[cH:13][c:14]([Br:24])[c:15]([CH2:22][SH:23])[n:16][c:17]3[N:18]2[CH:19]([CH3:21])[CH2:20]1.[C:30]([c:31]1[cH:32][cH:33][cH:34][cH:35][cH:36]1)([c:37]1[cH:38][cH:39][cH:40][cH:41][cH:42]1)([c:43]1[cH:44][cH:45][cH:46][cH:47][cH:48]1)[n+:49]1[cH:50][cH:51][cH:52][cH:53][cH:54]1.[Cl:55][CH2:56][Cl:57]>>[C:1]([CH3:2])([CH3:3])([CH3:4])[O:5][C:6](=[O:7])[N:8]1[CH2:9][CH:10]2[CH2:11][c:12]3[cH:13][c:14]([Br:24])[c:15]([CH2:22][S:23][C:30]([c:31]4[cH:32][cH:33][cH:34][cH:35][cH:36]4)([c:37]4[cH:38][cH:39][cH:40][cH:41][cH:42]4)[c:43]4[cH:44][cH:45][cH:46][cH:47][cH:48]4)[n:16][c:17]3[N:18]2[CH:19]([CH3:21])[CH2:20]1.